This data is from the Open Reaction Database (ORD), a public repository of structured organic reaction records. The task is: describe an organic reaction: reactants, conditions, products, and yield Procedure details: A mixture of 1.45 g. (4.26 mm) of 5,5-dimethyl-10-hydroxy-2-(2-propynyl)-8-(1-methylbutylphenyl)-1,2,3,4-tetrahydro-5H[1]benzopyrano[3,4-d]pyridine, 0.89 g. (4.28 mm.) of γ-piperidinobutyric acid hydrochloride and 0.93 g. (4.50 mm.) of dicyclohexylcarbodiimide in 200 ml. of methylene chloride are stirred at room temperature for 18 hours. After cooling the reaction mixture for 11/2 hours, the by-product of dicyclohexylurea is removed by suction filtration. A rotary evaporator is used to remove th... Run in C(Cl)Cl (methylene chloride). Yields the product Cl.CC1(OC2=C(C(=CC(=C2)C2=C(C=CC=C2)C(CCC)C)OC(CCCN2CCCCC2)=O)C2=C1CCN(C2)CC#C)C (5,5-Dimethyl-10-[4-(piperidino)butyryloxy]-2-(2-propynyl)-8-(1-methyl butylphenyl)-1,2,3,4-tetrahydro-5H[1]benzopyrano [3,4-d]pyridine hydrochloride). Reaction SMILES: [CH3:1][C:2]1([CH3:31])[C:23]2[CH2:24][CH2:25][N:26]([CH2:28][C:29]#[CH:30])[CH2:27][C:22]=2[C:5]2[C:6]([OH:21])=[CH:7][C:8]([C:10]3[CH:15]=[CH:14][CH:13]=[CH:12][C:11]=3[CH:16]([CH3:20])[CH2:17][CH2:18][CH3:19])=[CH:9][C:4]=2[O:3]1.[ClH:32].[N:33]1([CH2:39][CH2:40][CH2:41][C:42](O)=[O:43])[CH2:38][CH2:37][CH2:36][CH2:35][CH2:34]1.C1(N=C=NC2CCCCC2)CCCCC1>C(Cl)Cl>[ClH:32].[CH3:31][C:2]1([CH3:1])[C:23]2[CH2:24][CH2:25][N:26]([CH2:28][C:29]#[CH:30])[CH2:27][C:22]=2[C:5]2[C:6]([O:21][C:42](=[O:43])[CH2:41][CH2:40][CH2:39][N:33]3[CH2:38][CH2:37][CH2:36][CH2:35][CH2:34]3)=[CH:7][C:8]([C:10]3[CH:15]=[CH:14][CH:13]=[CH:12][C:11]=3[CH:16]([CH3:20])[CH2:17][CH2:18][CH3:19])=[CH:9][C:4]=2[O:3]1 |f:1.2,5.6|. Reactants: CC1(OC2=C(C(=CC(=C2)C2=C(C=CC=C2)C(CCC)C)O)C2=C1CCN(C2)CC#C)C (5,5-dimethyl-10-hydroxy-2-(2-propynyl)-8-(1-methylbutylphenyl)-1,2,3,4-tetrahydro-5H[1]benzopyrano[3,4-d]pyridine), Cl.N1(CCCCC1)CCCC(=O)O (γ-piperidinobutyric acid hydrochloride), C1(CCCCC1)N=C=NC1CCCCC1 (dicyclohexylcarbodiimide). Conditions: time 16 hour. Reactants: CC(C)(C)C(=O)Cl, CC(=O)N(C)CC(=O)O, CN1CCOCC1, CN1CCCC1=O, Cc1cn2cccc(OCc3c(Cl)ccc(N)c3Cl)c2n1. Product: CC(=O)N(C)CC(=O)Nc1ccc(Cl)c(COc2cccn3cc(C)nc23)c1Cl. Reaction SMILES: [C:1]([Cl:2])(=[O:3])[C:4]([CH3:5])([CH3:6])[CH3:7].[C:8]([CH3:9])(=[O:10])[N:11]([CH3:12])[CH2:13][C:14](=[O:15])[OH:16].[CH3:17][N:18]1[CH2:19][CH2:20][O:21][CH2:22][CH2:23]1.[CH3:45][N:46]1[CH2:47][CH2:48][CH2:49][C:50]1=[O:51].[NH2:24][c:25]1[c:26]([Cl:44])[c:27]([CH2:28][O:29][c:30]2[c:31]3[n:32]([cH:33][cH:34][cH:35]2)[cH:36][c:37]([CH3:39])[n:38]3)[c:40]([Cl:43])[cH:41][cH:42]1>>[C:8]([CH3:9])(=[O:10])[N:11]([CH3:12])[CH2:13][C:14](=[O:16])[NH:24][c:25]1[c:26]([Cl:44])[c:27]([CH2:28][O:29][c:30]2[c:31]3[n:32]([cH:33][cH:34][cH:35]2)[cH:36][c:37]([CH3:39])[n:38]3)[c:40]([Cl:43])[cH:41][cH:42]1. Starting materials: C(C)OC=1C(C(C1NC1=C(C=C(C=C1)C#N)O)=O)=O (3-ethoxy-4-(2-hydroxy-4-cyanophenyl)amino-3-cyclobutene-1,2-dione), CC([C@@H](C)N)(C)C ((R)-2,2,1-trimethylpropylamine), C(C)(=O)OCC (ethyl acetate). Procedure details: A mixture of 3-ethoxy-4-(2-hydroxy-4-cyanophenyl)amino-3-cyclobutene-1,2-dione (0.395 g, 0.0015 mol) and (R)-2,2,1-trimethylpropylamine (0.2M in ethanol, 23 ml, 0.0046 mol) was stirred at room temperature for two days. TLC (2:1 ethyl acetate:hexane) indicates a loss of starting material. The ethanol is evaporated on a rotary evaporator. The reaction is taken up in ethyl acetate and extracted well with 0.25N HCl. The organic layer is washed once with distilled water, dried (Na2SO4), and evaporate... RXN SMILES: C(O[C:4]1[C:5](=[O:19])[C:6](=[O:18])[C:7]=1[NH:8][C:9]1[CH:14]=[CH:13][C:12]([C:15]#[N:16])=[CH:11][C:10]=1[OH:17])C.[CH3:20][C:21]([CH3:26])([CH3:25])[C@H:22]([NH2:24])[CH3:23].C(OCC)(=O)C>CCCCCC>[CH3:20][C:21]([CH3:26])([CH3:25])[C@H:22]([NH:24][C:4]1[C:5](=[O:19])[C:6](=[O:18])[C:7]=1[NH:8][C:9]1[CH:14]=[CH:13][C:12]([C:15]#[N:16])=[CH:11][C:10]=1[OH:17])[CH3:23]. Product: CC([C@@H](C)NC=1C(C(C1NC1=C(C=C(C=C1)C#N)O)=O)=O)(C)C (3-[(R)-2,2,1-trimethylpropylamino]-4-(2-hydroxy-4-cyanophenyl)amino-3-cyclobutene-1,2-dione). Conditions: time 2 day. The solvent is CCCCCC (hexane). Procedure details: A mixture of 240 parts of urea, 778 parts of benzyl alcohol and 11 parts of a cation exchanger which is commercially available under the registered name Amberlyst 15 and, having been treated in accordance with Example (1 a), contains nickel, is heated to the reflux temperature (131° C.) in a stirred vessel. In the course of 6 hours, the reflux temperature rises to 149° C. The reaction mixture is then heated at 149°-150° C. for a further 2 hours. After filtering off the exchanger, excess benzyl a... Reagents/catalysts: [Ni] (nickel). Run at temperature 131 celsius. Starting materials: 240, NC(=O)N (urea), C(C1=CC=CC=C1)O (benzyl alcohol). The product is C(N)(OCC1=CC=CC=C1)=O (benzyl carbamate). RXN SMILES: [NH2:1][C:2](N)=[O:3].[CH2:5]([OH:12])[C:6]1[CH:11]=[CH:10][CH:9]=[CH:8][CH:7]=1>[Ni]>[C:2](=[O:3])([O:12][CH2:5][C:6]1[CH:11]=[CH:10][CH:9]=[CH:8][CH:7]=1)[NH2:1]. Yield: 97.0%. Reactants: Oc1cc(Br)ccc1Cl, O=C([O-])[O-], FC(F)(F)c1ccc(Cl)nc1, [K+], [K+], CN(C)C=O. The product is FC(F)(F)c1ccc(Oc2cc(Br)ccc2Cl)nc1. As a reaction SMILES: [Br:1][c:2]1[cH:3][cH:4][c:5]([Cl:9])[c:6]([OH:8])[cH:7]1.[C:10](=[O:11])([O-:12])[O-:13].[Cl:16][c:17]1[n:18][cH:19][c:20]([C:23]([F:24])([F:25])[F:26])[cH:21][cH:22]1.[K+:14].[K+:15].[O:27]=[CH:28][N:29]([CH3:30])[CH3:31]>>[Br:1][c:2]1[cH:3][cH:4][c:5]([Cl:9])[c:6]([O:8][c:17]2[n:18][cH:19][c:20]([C:23]([F:24])([F:25])[F:26])[cH:21][cH:22]2)[cH:7]1. The reactants are ClC=1C=C(C=CC1OC)CCN (2-(3-chloro-4-methoxyphenyl)ethylamine), CN(C=O)C (N,N-dimethylformamide), BrCCCCN1C(C=2C(C1=O)=CC=CC2)=O (N-(4-bromobutyl)phthalimide), C([O-])([O-])=O.[K+].[K+] (potassium carbonate). Solvent: O (water). Run at time 14 hour. Yields the product CN(CCCCN)CCC1(CC(=CC=C1)Cl)OC (N-Methyl-N-(2-(3-chloro-1-methoxyphenyl)ethyl)-1,4-diaminobutane). Isolated yield 47.0%. Reaction SMILES: [Cl:1][C:2]1[CH:3]=[C:4]([CH2:10][CH2:11][NH2:12])[CH:5]=[CH:6][C:7]=1OC.Br[CH2:14][CH2:15][CH2:16][CH2:17][N:18]1C(=O)C2=CC=CC=C2C1=O.[C:29](=[O:32])([O-])[O-].[K+].[K+].[CH3:35]N(C)C=O>O>[CH3:35][N:12]([CH2:11][CH2:10][C:4]1([O:32][CH3:29])[CH:5]=[CH:6][CH:7]=[C:2]([Cl:1])[CH2:3]1)[CH2:14][CH2:15][CH2:16][CH2:17][NH2:18] |f:2.3.4|. Procedure: A mixture comprising 5.00 g of N-methyl-(2-(3-chloro-4-methoxyphenyl)ethylamine, 9.49 g of N-(4-bromobutyl)phthalimide, 4.16 g of anhydrous potassium carbonate and 50 ml of N,N-dimethylformamide was stirred at a room temperature for 14 hours, followed by the addition of water. The obtained mixture was extracted with ethyl acetate and the ethyl acetate phase was washed with water and a saturated aqueous solution of common salt, dried over anhydrous magnesium sulfate and concentrated, followed by ... Reactants: C(C)(C)O (isopropyl alcohol), alcohol, CO (methanol). Yields the product C(C)(C)OC(=O)CC1=CC(OC(O1)(C)C)=O (6-isopropoxycarbonylmethyl-2,2-dimethyl-4H-1,3-dioxin-4-one). RXN SMILES: [CH:1]([OH:4])([CH3:3])[CH3:2].[CH3:5][OH:6]>>[CH:1]([O:4][C:5]([CH2:3][C:1]1[O:4][C:1]([CH3:3])([CH3:2])[O:4][C:5](=[O:6])[CH:2]=1)=[O:6])([CH3:3])[CH3:2]. Procedure: The reaction was carried out in the same manner as in Example 2 except that 10 mL of isopropyl alcohol was used as the alcohol in lieu of methanol. The reaction mixture was treated in the same manner as mentioned above and the organic layer obtained by phase separation was dried and concentrated to give 0.999 g of nearly pure 6-isopropoxycarbonylmethyl-2,2-dimethyl-4H-1,3-dioxin-4-one. The yield of 6-isopropoxycarbonylmethyl-2,2-dimethyl-4H-1,3-dioxin-4-one was 74 mol% based on the starting mate... The reactants are C(C(C)C)(=O)Cl (Isobutyryl chloride), CC=1C=C2C(=CC1C)N(C3=NC(=O)NC(=O)C3=N2)C[C@@H]([C@@H]([C@@H](COP(=O)(O)[O-])O)O)O.[Na+] (E106), Cl.NCC1=C(C=C(C=C1)C(=O)N1C2=C(NC=3N(N=CC3C1)C)C=C(C=C2)Cl)Cl ((4-aminomethyl-3-chloro-phenyl)-(6-chloro-3-methyl-4,10-dihydro-3H-2,3,4,9-tetraaza-benzo[f]azulen-9-yl)-methanone hydrochloride), CC=1C=C2C(=CC1C)N(C3=NC(=O)NC(=O)C3=N2)C[C@@H]([C@@H]([C@@H](COP(=O)(O)[O-])O)O)O.[Na+] (E106). Solvent: ClCCl (dichloromethane), CCOC(=O)C (EtOAc), C(C)N(CC)CC (triethylamine). Reaction conditions: time 18 hour. The product is ClC1=C(CNC(C(C)C)=O)C=CC(=C1)C(=O)N1C2=C(NC=3N(N=CC3C1)C)C=C(C=C2)Cl (N-[2-Chloro-4-(6-chloro-3-methyl-4,10-dihydro-3H-2,3,4,9-tetraaza-benzo[f]azulene-9-carbonyl)-benzyl]-isobutyramide). Yield: 40.0%. RXN SMILES: [C:1](Cl)(=[O:5])[CH:2]([CH3:4])[CH3:3].Cl.[NH2:8][CH2:9][C:10]1[CH:15]=[CH:14][C:13]([C:16]([N:18]2[CH2:27][C:26]3[CH:25]=[N:24][N:23]([CH3:28])[C:22]=3[NH:21][C:20]3[CH:29]=[C:30]([Cl:33])[CH:31]=[CH:32][C:19]2=3)=[O:17])=[CH:12][C:11]=1[Cl:34].CC1C=C2N=C3C(=NC(NC3=O)=O)N(C[C@H](O)[C@H](O)[C@H](O)COP([O-])(O)=O)C2=CC=1C.[Na+]>ClCCl.C(N(CC)CC)C.CCOC(C)=O>[Cl:34][C:11]1[CH:12]=[C:13]([C:16]([N:18]2[CH2:27][C:26]3[CH:25]=[N:24][N:23]([CH3:28])[C:22]=3[NH:21][C:20]3[CH:29]=[C:30]([Cl:33])[CH:31]=[CH:32][C:19]2=3)=[O:17])[CH:14]=[CH:15][C:10]=1[CH2:9][NH:8][C:1](=[O:5])[CH:2]([CH3:4])[CH3:3] |f:1.2,3.4|. Reported procedure: Isobutyryl chloride (46 mg, 0.4 mmol) was added to a solution of (4-aminomethyl-3-chloro-phenyl)-(6-chloro-3-methyl-4,10-dihydro-3H-2,3,4,9-tetraaza-benzo[f]azulen-9-yl)-methanone hydrochloride from Example E106.2 (161 mg, 0.4 mmol) in dichloromethane (10 ml) and triethylamine (to pH9) at room temperature. The mixture was stirred for 18 h, diluted with EtOAc, washed with saturated NaHCO3 then brine, dried and concentrated in vacuo. The residue was purified by preparative HPLC (eluant; 0.5% 35% a... The reactants are C(CCC)[Sn](C1CCCCC1)(C1CCCCC1)C1CCCCC1 (butyl tricyclohexyltin), C(CCC)[Sn](Cl)(Cl)Cl (butyltin trichloride). Run in C=1(C(=CC=CC1)C)C (xylene). The product is C1(CCCCC1)[Sn](C1CCCCC1)(C1CCCCC1)Cl (tricyclohexyltin chloride), C(CCC)[Sn](CCCC)(Cl)Cl (dibutyltin dichloride). RXN SMILES: [CH2:1]([Sn:5]([CH:18]1[CH2:23][CH2:22][CH2:21][CH2:20][CH2:19]1)([CH:12]1[CH2:17][CH2:16][CH2:15][CH2:14][CH2:13]1)[CH:6]1[CH2:11][CH2:10][CH2:9][CH2:8][CH2:7]1)[CH2:2][CH2:3][CH3:4].[CH2:24]([Sn:28]([Cl:31])(Cl)[Cl:29])[CH2:25][CH2:26][CH3:27]>C1(C)C(C)=CC=CC=1>[CH:18]1([Sn:5]([Cl:29])([CH:6]2[CH2:7][CH2:8][CH2:9][CH2:10][CH2:11]2)[CH:12]2[CH2:13][CH2:14][CH2:15][CH2:16][CH2:17]2)[CH2:23][CH2:22][CH2:21][CH2:20][CH2:19]1.[CH2:1]([Sn:28]([Cl:31])([Cl:29])[CH2:24][CH2:25][CH2:26][CH3:27])[CH2:2][CH2:3][CH3:4]. Procedure details: A solution of equimolar amounts of butyl tricyclohexyltin and butyltin trichloride in commercial xylene was refluxed for 221/2 hours. Analysis of the reaction mixture obtained showed that the reaction had gone to about 89% completion to form predominantly tricyclohexyltin chloride and dibutyltin dichloride. As a reaction SMILES: [CH2:32]([Sn:33]([CH2:34][CH2:35][CH2:36][CH3:42])([c:37]1[s:38][cH:39][cH:40][n:41]1)[CH2:43][CH2:44][CH2:45][CH3:46])[CH2:47][CH2:48][CH3:49].[CH3:1][O:2][c:3]1[n:4][cH:5][cH:6][cH:7][c:8]1[CH2:9][N:10]1[CH2:11][CH2:12][CH:13]([CH2:16][CH2:17][c:18]2[c:19]([O:24][S:25]([C:26]([F:27])([F:28])[F:29])(=[O:30])=[O:31])[n:20][cH:21][cH:22][cH:23]2)[CH2:14][CH2:15]1.[CH3:50][c:51]1[cH:52][cH:53][cH:54][cH:55][cH:56]1.[cH:57]1[cH:58][cH:59][c:60]([P:61]([Pd:62]([P:63]([c:64]2[cH:65][cH:66][cH:67][cH:68][cH:69]2)([c:70]2[cH:71][cH:72][cH:73][cH:74][cH:75]2)[c:76]2[cH:77][cH:78][cH:79][cH:80][cH:81]2)([P:82]([c:83]2[cH:84][cH:85][cH:86][cH:87][cH:88]2)([c:89]2[cH:90][cH:91][cH:92][cH:93][cH:94]2)[c:95]2[cH:96][cH:97][cH:98][cH:99][cH:100]2)[P:101]([c:102]2[cH:103][cH:104][cH:105][cH:106][cH:107]2)([c:108]2[cH:109][cH:110][cH:111][cH:112][cH:113]2)[c:114]2[cH:115][cH:116][cH:117][cH:118][cH:119]2)([c:120]2[cH:121][cH:122][cH:123][cH:124][cH:125]2)[c:126]2[cH:127][cH:128][cH:129][cH:130][cH:131]2)[cH:132][cH:133]1>>[CH3:1][O:2][c:3]1[n:4][cH:5][cH:6][cH:7][c:8]1[CH2:9][N:10]1[CH2:11][CH2:12][CH:13]([CH2:16][CH2:17][c:18]2[c:19](-[c:37]3[s:38][cH:39][cH:40][n:41]3)[n:20][cH:21][cH:22][cH:23]2)[CH2:14][CH2:15]1. Reactants: CCCC[Sn](CCCC)(CCCC)c1nccs1, COc1ncccc1CN1CCC(CCc2cccnc2OS(=O)(=O)C(F)(F)F)CC1, Cc1ccccc1, c1ccc(P(c2ccccc2)(c2ccccc2)[Pd](P(c2ccccc2)(c2ccccc2)c2ccccc2)(P(c2ccccc2)(c2ccccc2)c2ccccc2)P(c2ccccc2)(c2ccccc2)c2ccccc2)cc1. Yields the product COc1ncccc1CN1CCC(CCc2cccnc2-c2nccs2)CC1.